This data is from the Open Reaction Database (ORD), a public repository of structured organic reaction records. The task is: describe an organic reaction: reactants, conditions, products, and yield The reactants are C1(CCCC1)N1CCC(CC1)C1=CC=C(C=C1)NC=1C(=NC=C(N1)N1[C@H]2[C@@H](CCC1)NCC2)C(=O)N (3-(4-(1-cyclopentylpiperidin-4-yl)phenylamino)-5-((3aR,7aR)-dihydro-1H-pyrrolo[3,2-b]pyridin-4(2H,5H,6H,7H,7aH)-yl)pyrazine-2-carboxamide), CN(C(=O)Cl)C (dimethylcarbamoyl chloride), CCN(C(C)C)C(C)C (DIEA). Run in CN1CCCC1=O (NMP). Run at time 2 hour. The product is C(N)(=O)C=1N=CC(=NC1NC1=CC=C(C=C1)C1CCN(CC1)C1CCCC1)N1[C@H]2[C@@H](CCC1)N(CC2)C(=O)N(C)C ((3aR,7aR)-4-(5-carbamoyl-6-(4-(1-cyclopentylpiperidin-4-yl)phenylamino)pyrazin-2-yl)-N,N-dimethyloctahydro-1H-pyrrolo[3,2-b]pyridine-1-carboxamide), Cl (HCl). Isolated yield 1045.6%. As a reaction SMILES: [CH:1]1([N:6]2[CH2:11][CH2:10][CH:9]([C:12]3[CH:17]=[CH:16][C:15]([NH:18][C:19]4[C:20]([C:34]([NH2:36])=[O:35])=[N:21][CH:22]=[C:23]([N:25]5[CH2:30][CH2:29][CH2:28][C@H:27]6[NH:31][CH2:32][CH2:33][C@@H:26]56)[N:24]=4)=[CH:14][CH:13]=3)[CH2:8][CH2:7]2)[CH2:5][CH2:4][CH2:3][CH2:2]1.CCN(C(C)C)C(C)C.[CH3:46][N:47]([CH3:51])[C:48]([Cl:50])=[O:49]>CN1C(=O)CCC1>[C:34]([C:20]1[N:21]=[CH:22][C:23]([N:25]2[CH2:30][CH2:29][CH2:28][C@H:27]3[N:31]([C:48]([N:47]([CH3:51])[CH3:46])=[O:49])[CH2:32][CH2:33][C@@H:26]23)=[N:24][C:19]=1[NH:18][C:15]1[CH:14]=[CH:13][C:12]([CH:9]2[CH2:8][CH2:7][N:6]([CH:1]3[CH2:5][CH2:4][CH2:3][CH2:2]3)[CH2:11][CH2:10]2)=[CH:17][CH:16]=1)(=[O:35])[NH2:36].[ClH:50]. Reported procedure: 3-(4-(1-Cyclopentylpiperidin-4-yl)phenylamino)-5-((3aR,7aR)-dihydro-1H-pyrrolo[3,2-b]pyridin-4(2H,5H,6H,7H,7aH)-yl)pyrazine-2-carboxamide (420) (82 mg, 0.16 mmol) was dissolved in 3 mL NMP. To it were added DIEA (290 μL, 1.68 mmol) and then dimethylcarbamoyl chloride (62 μL, 0.67 mmol). The mixture was stirred at RT for 2 hours, quenched with 0.5 mL TFA, and subjected to reverse phase prep HPLC using 5 mM HCl (aq) and neat MeCN as mobile phases to isolate (3aR,7aR)-4-(5-carbamoyl-6-(4-(1-cyclope... The reactants are C1CCNCC1, Cc1cc(F)ccc1C=O, O, O=C(O)CC(=O)O, c1ccncc1. Product: Cc1cc(F)ccc1C=CC(=O)O. As a reaction SMILES: [CH2:7]1[CH2:8][CH2:9][NH:10][CH2:11][CH2:12]1.[F:20][c:21]1[cH:22][c:23]([CH3:29])[c:24]([CH:25]=[O:26])[cH:27][cH:28]1.[OH2:30].[OH:13][C:14](=[O:15])[CH2:16][C:17](=[O:18])[OH:19].[cH:1]1[cH:2][cH:3][n:4][cH:5][cH:6]1>>[OH:13][C:14](=[O:15])[CH:16]=[CH:17][c:24]1[c:23]([CH3:29])[cH:22][c:21]([F:20])[cH:28][cH:27]1. Reactants: O[C@@H]1[C@@H]([C@]2(CC=3C(OC(C3C)=O)=CC2=CC1)C)C ((4aR*,5R*,6S*)-6-Hydroxy-4a,5,6,7-tetrahydro-3,4a,5-trimethylnaphtho[2,3-b]furan-2(4H)-one), C(CCC)(=O)Cl (butyryl chloride). The product is C(CCC)(=O)O[C@@H]1[C@@H]([C@]2(CC=3C(OC(C3C)=O)=CC2=CC1)C)C ((4aR*,5R*,6S*)-6-Butyryloxy-4a,5,6,7-tetrahydro-3,4a,5-trimethylnaphtho[2,3-b]furan-2(4H)-one). Reaction SMILES: [OH:1][C@H:2]1[CH2:16][CH:15]=[C:14]2[C@:4]([CH3:17])([CH2:5][C:6]3[C:7](=[CH:13]2)[O:8][C:9](=[O:12])[C:10]=3[CH3:11])[C@H:3]1[CH3:18].[C:19](Cl)(=[O:23])[CH2:20][CH2:21][CH3:22]>>[C:19]([O:1][C@H:2]1[CH2:16][CH:15]=[C:14]2[C@:4]([CH3:17])([CH2:5][C:6]3[C:7](=[CH:13]2)[O:8][C:9](=[O:12])[C:10]=3[CH3:11])[C@H:3]1[CH3:18])(=[O:23])[CH2:20][CH2:21][CH3:22]. Procedure: The title compound was prepared in the same manner as in Example B2, except that the compound prepared in Example B1 was reacted with butyryl chloride. The reactants are CCOCC (Ether), ClCC1=CC=C(C=C1)OC (1-(Chloromethyl)-4-methoxybenzene), IC1=NNC2=NC=C(C(=C21)N2CCN(CC2)C(=O)OC(C)(C)C)C2=CC=CC=C2 (tert-butyl 4-(3-iodo-5-phenyl-1H-pyrazolo[3,4-b]pyridin-4-yl)piperazine-1-carboxylate), C(=O)([O-])[O-].[K+].[K+] (K2CO3). Solvent: O (water), CN(C)C=O (DMF). Run at time 2 hour. The product is IC1=NN(C2=NC=C(C(=C21)N2CCN(CC2)C(=O)OC(C)(C)C)C2=CC=CC=C2)CC2=CC=C(C=C2)OC (tert-butyl 4-(3-iodo-1-(4-methoxybenzyl)-5-phenyl-1H-pyrazolo[3,4-b]pyridin-4-yl)piperazine-1-carboxylate). Isolated yield 67.5%. RXN SMILES: Cl[CH2:2][C:3]1[CH:8]=[CH:7][C:6]([O:9][CH3:10])=[CH:5][CH:4]=1.[I:11][C:12]1[C:20]2[C:15](=[N:16][CH:17]=[C:18]([C:34]3[CH:39]=[CH:38][CH:37]=[CH:36][CH:35]=3)[C:19]=2[N:21]2[CH2:26][CH2:25][N:24]([C:27]([O:29][C:30]([CH3:33])([CH3:32])[CH3:31])=[O:28])[CH2:23][CH2:22]2)[NH:14][N:13]=1.C([O-])([O-])=O.[K+].[K+].CCOCC>CN(C=O)C.O>[I:11][C:12]1[C:20]2[C:15](=[N:16][CH:17]=[C:18]([C:34]3[CH:35]=[CH:36][CH:37]=[CH:38][CH:39]=3)[C:19]=2[N:21]2[CH2:26][CH2:25][N:24]([C:27]([O:29][C:30]([CH3:33])([CH3:32])[CH3:31])=[O:28])[CH2:23][CH2:22]2)[N:14]([CH2:2][C:3]2[CH:8]=[CH:7][C:6]([O:9][CH3:10])=[CH:5][CH:4]=2)[N:13]=1 |f:2.3.4|. Reported procedure: 1-(Chloromethyl)-4-methoxybenzene (0.128 mL, 0.938 mmol) was added to tert-butyl 4-(3-iodo-5-phenyl-1H-pyrazolo[3,4-b]pyridin-4-yl)piperazine-1-carboxylate (0.395 g, 0.782 mmol) and K2CO3 (0.130 g, 0.938 mmol) in DMF (10 mL). The reaction was stirred at room temperature for 2 hours. Ether (30 mL) and water (10 mL) were then added. The organic layer was separated, washed with brine, and dried over sodium sulfate. After removal of the solvent, the resulting residue was purified by column chromatog... The reactants are O[C@@H]1C(N(CC1)C1=CC=C(C=C1)S(=O)(=O)NC=1SC=CN1)=O ((S)-4-(3-hydroxy-2-oxopyrrolidin-1-yl)-N-(thiazol-2-yl)benzenesulfonamide), COC1=CC=C(C=C1)S(=O)(=O)Cl (4-methoxybenzenesulfonyl chloride), CCN(C(C)C)C(C)C (DIEA). Solvent: CN(C)C=O (DMF), CO (MeOH), O (water). Yields the product O[C@@H]1C(N(CC1)C1=CC=C(C=C1)S(=O)(=O)N(C=1SC=CN1)S(=O)(=O)C1=CC=C(C=C1)OC)=O ((S)-4-(3-hydroxy-2-oxopyrrolidin-1-yl)-N-(4-methoxyphenylsulfonyl)-N-(thiazol-2-yl)benzenesulfonamide). Yield: 89.2%. RXN SMILES: [OH:1][C@H:2]1[CH2:6][CH2:5][N:4]([C:7]2[CH:12]=[CH:11][C:10]([S:13]([NH:16][C:17]3[S:18][CH:19]=[CH:20][N:21]=3)(=[O:15])=[O:14])=[CH:9][CH:8]=2)[C:3]1=[O:22].[CH3:23][O:24][C:25]1[CH:30]=[CH:29][C:28]([S:31](Cl)(=[O:33])=[O:32])=[CH:27][CH:26]=1.CCN(C(C)C)C(C)C>CN(C=O)C.CO.O>[OH:1][C@H:2]1[CH2:6][CH2:5][N:4]([C:7]2[CH:12]=[CH:11][C:10]([S:13]([N:16]([S:31]([C:28]3[CH:27]=[CH:26][C:25]([O:24][CH3:23])=[CH:30][CH:29]=3)(=[O:33])=[O:32])[C:17]3[S:18][CH:19]=[CH:20][N:21]=3)(=[O:14])=[O:15])=[CH:9][CH:8]=2)[C:3]1=[O:22]. Procedure: Synthesized according to General Procedure 8. A solution of (S)-4-(3-hydroxy-2-oxopyrrolidin-1-yl)-N-(thiazol-2-yl)benzenesulfonamide (150 mg, 0.44 mmol), 4-methoxybenzenesulfonyl chloride (91 mg, 0.44 mmol) and DIEA (57 mg, 77 μL, 0.44 mmol) in DMF (0.75 mL) was stirred at room temperature for 1 h. The reaction mixture was diluted with MeOH (1 mL) and water (10 mL), and the resulting precipitated solid was collected by vacuum filtration. The precipitate was washed with water followed by cold Et... Reactants: BrN1C(CCC1=O)=O (N-bromosuccinimide), BrN1C(CCC1=O)=O (N-bromosuccinimide), COC(=O)C1=C(C(=NC2=CC=CC=C12)C1=CC=CC=C1)C (3-methyl-2-phenyl-quinoline-4-carboxylic acid methyl ester). Reagents/catalysts: C(C1=CC=CC=C1)(=O)OOC(C1=CC=CC=C1)=O (dibenzoylperoxide), C(C1=CC=CC=C1)(=O)OOC(C1=CC=CC=C1)=O (dibenzoylperoxide). The solvent is CC#N (CH3CN). Yields the product COC(=O)C1=C(C(=NC2=CC=CC=C12)C1=CC=CC=C1)CBr (3-Bromomethyl-2-phenyl-quinoline-4-carboxylic Acid Methyl Ester). Isolated yield 203.5%. As a reaction SMILES: [CH3:1][O:2][C:3]([C:5]1[C:14]2[C:9](=[CH:10][CH:11]=[CH:12][CH:13]=2)[N:8]=[C:7]([C:15]2[CH:20]=[CH:19][CH:18]=[CH:17][CH:16]=2)[C:6]=1[CH3:21])=[O:4].[Br:22]N1C(=O)CCC1=O>CC#N.C(OOC(=O)C1C=CC=CC=1)(=O)C1C=CC=CC=1>[CH3:1][O:2][C:3]([C:5]1[C:14]2[C:9](=[CH:10][CH:11]=[CH:12][CH:13]=2)[N:8]=[C:7]([C:15]2[CH:20]=[CH:19][CH:18]=[CH:17][CH:16]=2)[C:6]=1[CH2:21][Br:22])=[O:4]. Reported procedure: 10 g (36 mmol) of 3-methyl-2-phenyl-quinoline-4-carboxylic acid methyl ester (compound of Description 1) were dissolved in 500 ml of CH3CN; 13 g (72 mmol) of N-bromosuccinimide were added and the reaction mixture was heated to reflux. After adding 1 g (4.1 mmol) of dibenzoylperoxide; the reaction was refluxed for 24 h; then additional 4 g (22.5 mmol) of N-bromosuccinimide and 0.5 g (2.0 mmol) of dibenzoylperoxide were added and the reaction was refluxed for 4 h. The solvent was evaporated in vac... RXN SMILES: [C:1]1([C:7]2[C:8](O)=[N:9][C:10]3[C:15]([CH:16]=2)=[N:14][CH:13]=[CH:12][CH:11]=3)[CH:6]=[CH:5][CH:4]=[CH:3][CH:2]=1.O=P(Cl)(Cl)[Cl:20]>CC#N.C([O-])(O)=O.[Na+]>[Cl:20][C:8]1[C:7]([C:1]2[CH:6]=[CH:5][CH:4]=[CH:3][CH:2]=2)=[CH:16][C:15]2[C:10](=[CH:11][CH:12]=[CH:13][N:14]=2)[N:9]=1 |f:3.4|. Procedure details: 3-Phenyl-1,5-naphthyridin-2-ol (3-4; 110 mg, 0.50 mmole) was taken up in CH3CN (3 mL). To this was added POCl3 (0.07 mL, 0.74 mmole) then the mixture was heated to reflux. After 3 hr POCl3 (0.07 mL, 0.74 mmole) was added and heating continued. After 3 hr POCl3 (0.15 mL) was added and heating continued. After 18 hr the mixture was cooled to 0° C. and diluted with saturated NaHCO3. After 15 min the mixture was warmed to RT and extracted with EtOAc (3×). The combined organic layers were dried (MgSO... Starting materials: C1(=CC=CC=C1)C=1C(=NC2=CC=CN=C2C1)O (3-Phenyl-1,5-naphthyridin-2-ol), O=P(Cl)(Cl)Cl (POCl3), O=P(Cl)(Cl)Cl (POCl3), O=P(Cl)(Cl)Cl (POCl3). The solvent is CC#N (CH3CN), C(=O)(O)[O-].[Na+] (NaHCO3). Yields the product ClC1=NC2=CC=CN=C2C=C1C1=CC=CC=C1 (2-Chloro-3-phenyl-1,5-naphthyridine). Conditions: temperature 0 celsius. Reactants: [Si](C)(C)(C(C)(C)C)OCCCBr (3-Bromopropyl tert-butyl(dimethyl)silyl ether), [H-].[Na+] (Sodium hydride), ClC1=C(C=CC=C1)C=CC=1NC2=CC=C(C=C2C1)OC (2-[2-(2-Chlorophenyl)ethenyl]-5-methoxy-1H-indole), example 37. Run in CN(C)C=O (DMF), O (water). Run at time 5 minute. The product is [Si](C)(C)(C(C)(C)C)OCCCN1C(=CC2=CC(=CC=C12)OC)C=CC1=C(C=CC=C1)Cl (1-(3-{[tert-Butyl(dimethyl)silyl]oxy}propyl)-2-[2-(2-chlorophenyl)ethenyl]-5-methoxy-1H-indole). Reaction SMILES: [H-].[Na+].[Cl:3][C:4]1[CH:9]=[CH:8][CH:7]=[CH:6][C:5]=1[CH:10]=[CH:11][C:12]1[NH:13][C:14]2[C:19]([CH:20]=1)=[CH:18][C:17]([O:21][CH3:22])=[CH:16][CH:15]=2.[Si:23]([O:30][CH2:31][CH2:32][CH2:33]Br)([C:26]([CH3:29])([CH3:28])[CH3:27])([CH3:25])[CH3:24]>CN(C=O)C.O>[Si:23]([O:30][CH2:31][CH2:32][CH2:33][N:13]1[C:14]2[C:19](=[CH:18][C:17]([O:21][CH3:22])=[CH:16][CH:15]=2)[CH:20]=[C:12]1[CH:11]=[CH:10][C:5]1[CH:6]=[CH:7][CH:8]=[CH:9][C:4]=1[Cl:3])([C:26]([CH3:27])([CH3:28])[CH3:29])([CH3:25])[CH3:24] |f:0.1|. Procedure: Sodium hydride (1.05 g of a 50% dispersion in mineral oil, 0.022 mol) was added to a solution of the 2-[2-(2-Chlorophenyl)ethenyl]-5-methoxy-1H-indole prepared according to example 37 (4.13 g, 0.014 mol) in DMF (30 mL) and the solution was stirred at room temperature for 5 min. 3-Bromopropyl tert-butyl(dimethyl)silyl ether (4.04 g, 0.016 mol) was added and stirring was continued for 2 h. The solution was diluted with water, extracted with EtOAc which was washed well with brine and the organic ph...